Dataset: the Open Reaction Database (ORD), a public repository of structured organic reaction records. Task: describe an organic reaction: reactants, conditions, products, and yield Starting materials: ClCC(CC#N)O (4-chloro-3-hydroxybutyronitrile), [N-]=[N+]=[N-].[Na+] (sodium azide), C(Cl)(Cl)Cl (chloroform). Reagents/catalysts: [Br-].C(CCC)[N+](CCCC)(CCCC)CCCC (tetra-n-butylammonium bromide). Run in O (water). The product is N(=[N+]=[N-])CC(CC#N)O (4-Azido-3-hydroxybutyronitrile). Yield: 98.0%. Reaction SMILES: Cl[CH2:2][CH:3]([OH:7])[CH2:4][C:5]#[N:6].[N-:8]=[N+:9]=[N-:10].[Na+].C(Cl)(Cl)Cl>[Br-].C([N+](CCCC)(CCCC)CCCC)CCC.O>[N:8]([CH2:2][CH:3]([OH:7])[CH2:4][C:5]#[N:6])=[N+:9]=[N-:10] |f:1.2,4.5|. Procedure details: A mixture of 48 g (0.40 mole) of 4-chloro-3-hydroxybutyronitrile, 52 g (0.080 mole) of sodium azide, 4.8 g of tetra-n-butylammonium bromide, 250 ml of chloroform and 100 ml of water was stirred while heating under reflux for 32 hr. The organic layer was separated and set aside. The aqueous layer was saturated with 4.8 g of potassium carbonate and then extracted three times with methylene chloride. The methylene chloride extracts were combined with the above organic layer and the solution was dri... Reaction SMILES: [Br:39][c:40]1[cH:41][nH:42][c:43](=[O:50])[c:44]2[cH:45][cH:46][cH:47][cH:48][c:49]12.[CH3:1][N:2]([CH:3]1[CH2:4][CH2:5][N:6]([CH2:9][c:10]2[cH:11][c:12]3[n:13][c:14]([Sn:25]([CH2:26][CH2:27][CH2:28][CH3:29])([CH2:30][CH2:31][CH2:32][CH3:33])[CH2:34][CH2:35][CH2:36][CH3:37])[n:15][c:16]([N:19]4[CH2:20][CH2:21][O:22][CH2:23][CH2:24]4)[c:17]3[s:18]2)[CH2:7][CH2:8]1)[CH3:38]>>[CH3:1][N:2]([CH:3]1[CH2:4][CH2:5][N:6]([CH2:9][c:10]2[cH:11][c:12]3[n:13][c:14](-[c:40]4[cH:41][nH:42][c:43](=[O:50])[c:44]5[cH:45][cH:46][cH:47][cH:48][c:49]45)[n:15][c:16]([N:19]4[CH2:20][CH2:21][O:22][CH2:23][CH2:24]4)[c:17]3[s:18]2)[CH2:7][CH2:8]1)[CH3:38]. Starting materials: O=c1[nH]cc(Br)c2ccccc12, CCCC[Sn](CCCC)(CCCC)c1nc(N2CCOCC2)c2sc(CN3CCC(N(C)C)CC3)cc2n1. Yields the product CN(C)C1CCN(Cc2cc3nc(-c4c[nH]c(=O)c5ccccc45)nc(N4CCOCC4)c3s2)CC1. The reactants are N-Aryl-benzenesulfonamides, NC1=C(C=C(C=C1)Cl)C(=O)C1=CC=CC=C1 ((2-amino-5-chloro-phenyl)-phenyl-methanone), ClC=1C=C(C=CC1Cl)S(=O)(=O)Cl (3,4-Dichloro-benzenesulfonyl chloride). Product: C(C1=CC=CC=C1)(=O)C1=C(C=CC(=C1)Cl)NS(=O)(=O)C1=CC(=C(C=C1)Cl)Cl (N-(2-benzoyl-4-chloro-phenyl)-3,4-dichloro-benzenesulfonamide). Reaction SMILES: [NH2:1][C:2]1[CH:7]=[CH:6][C:5]([Cl:8])=[CH:4][C:3]=1[C:9]([C:11]1[CH:16]=[CH:15][CH:14]=[CH:13][CH:12]=1)=[O:10].[Cl:17][C:18]1[CH:19]=[C:20]([S:25](Cl)(=[O:27])=[O:26])[CH:21]=[CH:22][C:23]=1[Cl:24]>>[C:9]([C:3]1[CH:4]=[C:5]([Cl:8])[CH:6]=[CH:7][C:2]=1[NH:1][S:25]([C:20]1[CH:21]=[CH:22][C:23]([Cl:24])=[C:18]([Cl:17])[CH:19]=1)(=[O:27])=[O:26])(=[O:10])[C:11]1[CH:12]=[CH:13][CH:14]=[CH:15][CH:16]=1. Reported procedure: The title compound was prepared according to the general procedure for the synthesis of N-Aryl-benzenesulfonamides previously described using 115 mg of (2-amino-5-chloro-phenyl)-phenyl-methanone and 123 mg of 3,4-Dichloro-benzenesulfonyl chloride. 1H-NMR (400 MHz, CDCl3): δ 7.25 (d, 1H, J=8.8 Hz), 7.36-39 (m, 3H), 7.43-47 (m, 3H), 7.53 (dd, 1H, J=8.8 Hz, 2.4 Hz), 7.61 (m, 1H), 7.65 (m, 1H), 7.73 (d, 1H, J=8.8 Hz), 9.56 (s, 1H). MS: m/z 440.7 (M++1).